From a dataset of the Open Reaction Database (ORD), a public repository of structured organic reaction records. describe an organic reaction: reactants, conditions, products, and yield The reactants are ClCC(CC(=O)OCC)=O (Ethyl 4-chloroacetoacetate), P(O)(O)(O)=O (phosphoric acid), [H-].[Na+] (Sodium hydride), C1(=CC=CC=C1)C1=CC=C(C=C1)O (4-phenylphenol). Solvent: CN(C)C=O (DMF), CN(C=O)C (dimethyl formamide). Reaction conditions: temperature 0 celsius, time 12 hour. The product is C1(=CC=CC=C1)C1=CC=C(C=C1)OCC(CC(=O)OCC)=O (Ethyl 4-(4-phenylphenyloxy)-3-oxobutanoate). RXN SMILES: [H-].[Na+].[C:3]1([C:9]2[CH:14]=[CH:13][C:12]([OH:15])=[CH:11][CH:10]=2)[CH:8]=[CH:7][CH:6]=[CH:5][CH:4]=1.Cl[CH2:17][C:18](=[O:25])[CH2:19][C:20]([O:22][CH2:23][CH3:24])=[O:21].P(=O)(O)(O)O>CN(C)C=O>[C:3]1([C:9]2[CH:10]=[CH:11][C:12]([O:15][CH2:17][C:18](=[O:25])[CH2:19][C:20]([O:22][CH2:23][CH3:24])=[O:21])=[CH:13][CH:14]=2)[CH:4]=[CH:5][CH:6]=[CH:7][CH:8]=1 |f:0.1|. Procedure details: Sodium hydride (5.0 g, 0.114 mole) and 4-phenylphenol (15.3 g, 0.09 mol) were stirred at 0° C. in 75 mL of dimethyl formamide (hereinafter “DMF”) for 2 h. Ethyl 4-chloroacetoacetate (5.0 g, 0.03 mol) in DMF (75 mL) was added. The mixture was stirred for 1 h at 0° C. and for 12 h at room temperature, then neutralized with 50% phosphoric acid and extracted with dichloromethane. The product was purified by silica gel chromatography using (8:2) toluene:ethanol as the mobile phase. Starting materials: ClC1=CC(=NC=2C3=C(C(=CC12)OC)C(C=C(O3)C(=O)OCC)=O)C(=O)OC (Ethyl 7-chloro-5-methoxy-9-methoxycarbonyl-4-oxo-4H-pyrano[3,2-h]quinoline-2-carboxylate), Cl (hydrochloric acid). Run in C(C)(=O)O (acetic acid). The product is ClC1=CC(=NC=2C3=C(C(=CC12)OC)C(C=C(O3)C(=O)O)=O)C(=O)O (7-Chloro-5-methoxy-4-oxo-4H-pyrano[3,2-h]-quinoline-2,9-dicarboxylic acid). Isolated yield 34.5%. As a reaction SMILES: [Cl:1][C:2]1[C:11]2[CH:10]=[C:9]([O:12][CH3:13])[C:8]3[C:14](=[O:23])[CH:15]=[C:16]([C:18]([O:20]CC)=[O:19])[O:17][C:7]=3[C:6]=2[N:5]=[C:4]([C:24]([O:26]C)=[O:25])[CH:3]=1.Cl>C(O)(=O)C>[Cl:1][C:2]1[C:11]2[CH:10]=[C:9]([O:12][CH3:13])[C:8]3[C:14](=[O:23])[CH:15]=[C:16]([C:18]([OH:20])=[O:19])[O:17][C:7]=3[C:6]=2[N:5]=[C:4]([C:24]([OH:26])=[O:25])[CH:3]=1. Procedure details: To the product of step (e) (2.6 g) in glacial acetic acid (20 mls) was added concentrated hydrochloric acid (5.2 mls) and the whole was heated on a steam bath for three hours, during which time a solid slowly crystallised out of solution. The reaction mixture was cooled to room temperature and the crystallised solid was filtered off, washed thrice with glacial acetic acid and twice with diethyl ether. The resulting pale yellow solid was dried over sodium hydroxide pellets at 90° C. under a reduc... Starting materials: C1CCOC1, Cc1cc(Nc2nccc(C(F)(F)F)n2)cc(-c2cnc(C3(C(N)=O)CCC4(CC3)OCCO4)s2)c1, Cl, [Na+], O=C([O-])O. The product is Cc1cc(Nc2nccc(C(F)(F)F)n2)cc(-c2cnc(C3(C(N)=O)CCC(=O)CC3)s2)c1. As a reaction SMILES: [CH2:38]1[O:39][CH2:40][CH2:41][CH2:42]1.[CH3:1][c:2]1[cH:3][c:4](-[c:19]2[cH:20][n:21][c:22]([C:24]3([C:34](=[O:35])[NH2:36])[CH2:25][CH2:26][C:27]4([O:28][CH2:31][CH2:30][O:29]4)[CH2:32][CH2:33]3)[s:23]2)[cH:5][c:6]([NH:8][c:9]2[n:10][cH:11][cH:12][c:13]([C:15]([F:16])([F:17])[F:18])[n:14]2)[cH:7]1.[ClH:37].[Na+:47].[O-:43][C:44]([OH:45])=[O:46]>>[CH3:1][c:2]1[cH:3][c:4](-[c:19]2[cH:20][n:21][c:22]([C:24]3([C:34](=[O:35])[NH2:36])[CH2:25][CH2:26][C:27](=[O:28])[CH2:32][CH2:33]3)[s:23]2)[cH:5][c:6]([NH:8][c:9]2[n:10][cH:11][cH:12][c:13]([C:15]([F:16])([F:17])[F:18])[n:14]2)[cH:7]1. Starting materials: 107b, CS(=O)(=O)C1=CC=C(C=C1)C1=CN=CC(=N1)N (6-(4-methanesulfonyl-phenyl)-pyrazin-2-ylamine), 107c, CS(=O)(=O)C1=CC=C(C=C1)C1=CN=CC=2N1N=C(N2)N (5-(4-methanesulfonyl-phenyl)-[1,2,4]triazolo[1,5-a]pyrazin-2-ylamine), BrC=1C=C(C=CC1)N1CCN(CC1)C (1-(3-bromo-phenyl)-4-methyl-piperazine). The product is CS(=O)(=O)C1=CC=C(C=C1)C1=CN=CC=2N1N=C(N2)N (5-(4-Methanesulfonyl-phenyl)-[1,2,4]triazolo[1,5-a]pyrazin-2-ylamine), CS(=O)(=O)C1=CC=C(C=C1)C1=CN=CC=2N1N=C(N2)NC2=CC(=CC=C2)N2CCN(CC2)C ([5-(4-Methanesulfonyl-phenyl)-[1,2,4]triazolo[1,5-a]pyrazin-2-yl]-[3-(4-methyl-piperazin-1-yl)-phenyl]-amine). As a reaction SMILES: CS(C1C=CC(C2N=C(N)C=NC=2)=CC=1)(=O)=O.[CH3:18][S:19]([C:22]1[CH:27]=[CH:26][C:25]([C:28]2[N:33]3[N:34]=[C:35]([NH2:37])[N:36]=[C:32]3[CH:31]=[N:30][CH:29]=2)=[CH:24][CH:23]=1)(=[O:21])=[O:20].Br[C:39]1[CH:40]=[C:41]([N:45]2[CH2:50][CH2:49][N:48]([CH3:51])[CH2:47][CH2:46]2)[CH:42]=[CH:43][CH:44]=1>>[CH3:18][S:19]([C:22]1[CH:23]=[CH:24][C:25]([C:28]2[N:33]3[N:34]=[C:35]([NH2:37])[N:36]=[C:32]3[CH:31]=[N:30][CH:29]=2)=[CH:26][CH:27]=1)(=[O:20])=[O:21].[CH3:18][S:19]([C:22]1[CH:23]=[CH:24][C:25]([C:28]2[N:33]3[N:34]=[C:35]([NH:37][C:39]4[CH:44]=[CH:43][CH:42]=[C:41]([N:45]5[CH2:50][CH2:49][N:48]([CH3:51])[CH2:47][CH2:46]5)[CH:40]=4)[N:36]=[C:32]3[CH:31]=[N:30][CH:29]=2)=[CH:26][CH:27]=1)(=[O:20])=[O:21]. Procedure: 6-(4-Methanesulfonyl-phenyl)-pyrazin-2-ylamine was prepared from 6-chloro-pyrazin-2-ylamine and (4-methylsulfonylphenyl)boronic acid in a manner analogous to Step 2c to afford an off-white solid (99%). 1H NMR (400 MHz, (D3C)2SO, δ, ppm): 8.39 (s, 1H), 8.25 (d, 7.6 Hz, 2H) 8.02 (d, 7.6 Hz, 2H), 7.95 (s, 1H), 6.70 (bs, 2H), 3.26 (s, 3H). 107b) 5-(4-Methanesulfonyl-phenyl)-[1,2,4]triazolo[1,5-a]pyrazin-2-ylamine was prepared from 6-(4-methanesulfonyl-phenyl)-pyrazin-2-ylamine in a manner analogous ... The reactants are CCOCC, CNC, Cl, O=C(CCCBr)C(F)(F)F, CN(C)C=O. Product: CN(C)CCCC(=O)C(F)(F)F. Reaction SMILES: [CH2:20]([O:21][CH2:22][CH3:23])[CH3:24].[CH3:1][NH:2][CH3:3].[ClH:14].[F:4][C:5]([C:6]([CH2:7][CH2:8][CH2:9][Br:10])=[O:11])([F:12])[F:13].[O:15]=[CH:16][N:17]([CH3:18])[CH3:19]>>[CH3:1][N:2]([CH3:3])[CH2:9][CH2:8][CH2:7][C:6]([C:5]([F:4])([F:12])[F:13])=[O:11]. Procedure details: 4-Amino-5-chloro-2-methoxy-N-(piperidin-4-ylmethyl)benzamide dihydrochloride as starting compound and 4-(1-naphthyloxy)butyl bromide are reacted and treated in the same manner as in Example 168 to give 4-amino-5-chloro-N-((1-(4-(1-naphthyloxy)butyl)piperidin-4-yl)methyl)-2-methoxybenzamide. Yields the product NC1=CC(=C(C(=O)NCC2CCN(CC2)CCCCOC2=CC=CC3=CC=CC=C23)C=C1Cl)OC (4-amino-5-chloro-N-((1-(4-(1-naphthyloxy)butyl)piperidin-4-yl)methyl)-2-methoxybenzamide). Reaction SMILES: Cl.Cl.[NH2:3][C:4]1[C:19]([Cl:20])=[CH:18][C:7]([C:8]([NH:10][CH2:11][CH:12]2[CH2:17][CH2:16][NH:15][CH2:14][CH2:13]2)=[O:9])=[C:6]([O:21][CH3:22])[CH:5]=1.[C:23]1([O:33][CH2:34][CH2:35][CH2:36][CH2:37]Br)[C:32]2[C:27](=[CH:28][CH:29]=[CH:30][CH:31]=2)[CH:26]=[CH:25][CH:24]=1>>[NH2:3][C:4]1[C:19]([Cl:20])=[CH:18][C:7]([C:8]([NH:10][CH2:11][CH:12]2[CH2:13][CH2:14][N:15]([CH2:37][CH2:36][CH2:35][CH2:34][O:33][C:23]3[C:32]4[C:27](=[CH:28][CH:29]=[CH:30][CH:31]=4)[CH:26]=[CH:25][CH:24]=3)[CH2:16][CH2:17]2)=[O:9])=[C:6]([O:21][CH3:22])[CH:5]=1 |f:0.1.2|. The reactants are Cl.Cl.NC1=CC(=C(C(=O)NCC2CCNCC2)C=C1Cl)OC (4-Amino-5-chloro-2-methoxy-N-(piperidin-4-ylmethyl)benzamide dihydrochloride), C1(=CC=CC2=CC=CC=C12)OCCCCBr (4-(1-naphthyloxy)butyl bromide). Starting materials: C(C(=O)O)(=O)O (oxalic acid), O1[C@@H](C1)COC1=C2C=CNC2=CC=C1 ((S)-(+)-4-(oxiranylmethoxy)-1H-indole), N12CCCC(CC1)CC2 (1-azabicyclo[3.2.2]nonane), CO (methanol). Run in C(C)(=O)OCC (ethyl acetate), C(C)(=O)OCC (ethyl acetate). The product is C(C(=O)O)(=O)O.N1C=CC2=C(C=CC=C12)OC[C@H](CC1N2CCC(CC1)CC2)O ((2S)-(-)-1-(4-indolyloxy)-3-(1-azabicyclo[3.2.2]nonanyl)-2-propanol ethanedioate). RXN SMILES: [O:1]1[CH2:3][C@H:2]1[CH2:4][O:5][C:6]1[CH:14]=[CH:13][CH:12]=[C:11]2[C:7]=1[CH:8]=[CH:9][NH:10]2.[N:15]12[CH2:23][CH2:22][CH:19]([CH2:20][CH2:21]1)[CH2:18][CH2:17][CH2:16]2.[C:24]([OH:29])(=[O:28])[C:25]([OH:27])=[O:26].CO>C(OCC)(=O)C>[C:24]([OH:29])(=[O:28])[C:25]([OH:27])=[O:26].[NH:10]1[C:11]2[C:7](=[C:6]([O:5][CH2:4][C@@H:2]([OH:1])[CH2:3][CH:16]3[CH2:17][CH2:18][CH:19]4[CH2:22][CH2:23][N:15]3[CH2:21][CH2:20]4)[CH:14]=[CH:13][CH:12]=2)[CH:8]=[CH:9]1 |f:5.6|. Reported procedure: The title compound was prepared in similar fashion from (S)-(+)-4-(oxiranylmethoxy)-1H-indole and 1-azabicyclo[3.2.2]nonane. The resulting free base was dissolved in ethyl acetate, and precipitated with one equivalent of oxalic acid in ethyl acetate in 85% overall yield. FDMS m/e=314 (M+ of free base). α[D]589 =-20.39 (c=0.48, methanol). The reactants are BrC1=CC(=C2C=NNC2=C1)NC(=O)C=1N=C(SC1)C (N-(6-Bromo-1H-indazol-4-yl)-2-methyl-1,3-thiazole-4-carboxamide), C([O-])([O-])=O.[Na+].[Na+] (sodium carbonate), O1CCOCC1 (1,4-dioxane), CC(C)(C)C1=CC=2C(=NC=CC2B(O)O)N1 ([2-(1,1-dimethylethyl)-1H-pyrrolo[2,3-b]pyridin-4-yl]boronic acid). The reagents and catalysts are C1=CC=C(C=C1)P([C-]2C=CC=C2)C3=CC=CC=C3.C1=CC=C(C=C1)P([C-]2C=CC=C2)C3=CC=CC=C3.Cl[Pd]Cl.[Fe+2].C(Cl)Cl (Pd(dppf)Cl2 DCM). Solvent: O (water), CO (MeOH). Reaction conditions: temperature 150 celsius. Product: CC(C)(C)C1=CC=2C(=NC=CC2C2=CC(=C3C=NNC3=C2)NC(=O)C=2N=C(SC2)C)N1 (N-{6-[2-(1,1-Dimethylethyl)-1H-pyrrolo[2,3-b]pyridin-4-yl]-1H-indazol-4-yl}-2-methyl-1,3-thiazole-4-carboxamide). Reaction SMILES: Br[C:2]1[CH:10]=[C:9]2[C:5]([CH:6]=[N:7][NH:8]2)=[C:4]([NH:11][C:12]([C:14]2[N:15]=[C:16]([CH3:19])[S:17][CH:18]=2)=[O:13])[CH:3]=1.C(=O)([O-])[O-].[Na+].[Na+].O1CCOCC1.[CH3:32][C:33]([C:36]1[NH:47][C:39]2=[N:40][CH:41]=[CH:42][C:43](B(O)O)=[C:38]2[CH:37]=1)([CH3:35])[CH3:34]>C1C=CC(P(C2C=CC=CC=2)[C-]2C=CC=C2)=CC=1.C1C=CC(P(C2C=CC=CC=2)[C-]2C=CC=C2)=CC=1.Cl[Pd]Cl.[Fe+2].C(Cl)Cl.CO.O>[CH3:35][C:33]([C:36]1[NH:47][C:39]2=[N:40][CH:41]=[CH:42][C:43]([C:2]3[CH:10]=[C:9]4[C:5]([CH:6]=[N:7][NH:8]4)=[C:4]([NH:11][C:12]([C:14]4[N:15]=[C:16]([CH3:19])[S:17][CH:18]=4)=[O:13])[CH:3]=3)=[C:38]2[CH:37]=1)([CH3:32])[CH3:34] |f:1.2.3,6.7.8.9.10|. Procedure details: N-(6-Bromo-1H-indazol-4-yl)-2-methyl-1,3-thiazole-4-carboxamide (50 mg), Pd(dppf)Cl2-DCM adduct (12 mg), 2 M sodium carbonate (aq) (0.22 ml), 1,4-dioxane (0.5 ml) and water (0.278 ml) were added to [2-(1,1-dimethylethyl)-1H-pyrrolo[2,3-b]pyridin-4-yl]boronic acid (39 mg). The reaction was heated under microwave irradiation at 150° C. for a total of 25 min. The reaction was passed through a silica cartridge, preconditioned with MeOH, washing with MeOH. The solvent was evaporated and the residue p... The reactants are OCC1=C(C=CC(=C1)OC)NC=O (N-(2-hydroxymethyl-4-methoxyphenyl)formamide), [Cr](=O)(=O)([O-])O[Cr](=O)(=O)[O-].[NH+]1=CC=CC=C1.[NH+]1=CC=CC=C1 (pyridinium dichromate). Product: C(=O)C1=C(C=CC(=C1)OC)NC=O (N-(2-formyl-4-methoxyphenyl)formamide). RXN SMILES: [OH:1][CH2:2][C:3]1[CH:8]=[C:7]([O:9][CH3:10])[CH:6]=[CH:5][C:4]=1[NH:11][CH:12]=[O:13].[Cr](O[Cr]([O-])(=O)=O)([O-])(=O)=O.[NH+]1C=CC=CC=1.[NH+]1C=CC=CC=1>>[CH:2]([C:3]1[CH:8]=[C:7]([O:9][CH3:10])[CH:6]=[CH:5][C:4]=1[NH:11][CH:12]=[O:13])=[O:1] |f:1.2.3|. Procedure details: 5.00 g of the product from stage 2 were oxidised with pyridinium dichromate as described in Example 1, stage 2, 3.62 g (72% of theory) of the title compound being obtained.